From a dataset of the Open Reaction Database (ORD), a public repository of structured organic reaction records. describe an organic reaction: reactants, conditions, products, and yield The reactants are CCOc1cc(CN=[N+]=[N-])c(Br)cc1C(=O)NC, C1CCOC1, O, c1ccc(P(c2ccccc2)c2ccccc2)cc1. The product is CCOc1cc(CN)c(Br)cc1C(=O)NC. As a reaction SMILES: [CH3:1][NH:2][C:3]([c:4]1[c:5]([O:15][CH2:16][CH3:17])[cH:6][c:7]([CH2:11][N:12]=[N+:13]=[N-:14])[c:8]([Br:10])[cH:9]1)=[O:18].[O:38]1[CH2:39][CH2:40][CH2:41][CH2:42]1.[OH2:43].[c:19]1([P:20]([c:21]2[cH:22][cH:23][cH:24][cH:25][cH:26]2)[c:27]2[cH:28][cH:29][cH:30][cH:31][cH:32]2)[cH:33][cH:34][cH:35][cH:36][cH:37]1>>[CH3:1][NH:2][C:3]([c:4]1[c:5]([O:15][CH2:16][CH3:17])[cH:6][c:7]([CH2:11][NH2:12])[c:8]([Br:10])[cH:9]1)=[O:18]. The reactants are lithium enolate, C12(CC3CC(CC(C1)C3)C2)NC(CBr)=O (N-adamantan-1-yl-2-bromo-acetamide), C(C)OC(C(CC1=CC=NC=C1)CC1=CC=NC=C1)=O (3-pyridin4-yl-2-pyridin-4-ylmethyl-propionic acid ethyl ester), C(CCC)[Li] (butyllithium), C(C)(C)[N-]C(C)C.[Li+] (lithium diisopropylamide), C(C)(C)NC(C)C (diisopropylamine). The solvent is C1CCOC1 (THF), C1CCOC1 (THF), C1CCOC1 (THF). Run at temperature -25 celsius, time 1 hour. Yields the product C12(CC3CC(CC(C1)C3)C2)N2C(C(CC2=O)(CC2=CC=NC=C2)CC2=CC=NC=C2)=O (1-Adamantan-1-yl-3,3-bis-pyridin-4-ylmethyl-pyrrolidine-2.5-dione). The yield is 14.2%. Reaction SMILES: C(NC(C)C)(C)C.C([Li])CCC.C([N-]C(C)C)(C)C.[Li+].C(O[C:24](=[O:40])[CH:25]([CH2:33][C:34]1[CH:39]=[CH:38][N:37]=[CH:36][CH:35]=1)[CH2:26][C:27]1[CH:32]=[CH:31][N:30]=[CH:29][CH:28]=1)C.[C:41]12([NH:51][C:52](=[O:55])[CH2:53]Br)[CH2:50][CH:45]3[CH2:46][CH:47]([CH2:49][CH:43]([CH2:44]3)[CH2:42]1)[CH2:48]2>C1COCC1>[C:41]12([N:51]3[C:52](=[O:55])[CH2:53][C:25]([CH2:26][C:27]4[CH:28]=[CH:29][N:30]=[CH:31][CH:32]=4)([CH2:33][C:34]4[CH:35]=[CH:36][N:37]=[CH:38][CH:39]=4)[C:24]3=[O:40])[CH2:50][CH:45]3[CH2:46][CH:47]([CH2:49][CH:43]([CH2:44]3)[CH2:42]1)[CH2:48]2 |f:2.3|. Procedure details: To a distilled THF solution (30 ml) at -78° C. under a nitrogen atmosphere containing diisopropylamine (1.13 ml, 8.032 mmol distilled from sodium metal) was added butyllithium (BuLi) (8.032 mmol). The solution was allowed to warm to approximately -25° C., recooled to -78° C. and stirred for 1 hour. The lithium diisopropylamide (LDA) solution was added (via cannula) to a separate flask containing 3-pyridin4-yl-2-pyridin-4-ylmethyl-propionic acid ethyl ester (2.056 g, 8.032 mmol) in THF (30 ml) at... The reactants are NC=1N(C(C2(N1)CC(OC1=CC=C(C=C12)Br)C1=CC=CC=C1)=O)C (2′-amino-6-bromo-1′-methyl-2-phenylspiro[chroman-4,4′-imidazol]-5′(1′H)-one), CN(C(=O)C=1C=C(C=CC1)B(O)O)C (3-(dimethylcarbamoyl)phenylboronic acid). Run in O1CCOCC1 (1,4-dioxane), C(=O)([O-])[O-].[Cs+].[Cs+] (Cs2CO3). Procedure details: Pd(PPh3)2Cl2 (10 mg, 0.01 mmol) in a 10 mL flask under Ar was treated sequentially with 2′-amino-6-bromo-1′-methyl-2-phenylspiro[chroman-4,4′-imidazol]-5′(1′H)-one (20 mg, 0.052 mmol) in 1,4-dioxane (1 mL), Cs2CO3 (2 N, 0.3 mL) and 3-(dimethylcarbamoyl)phenylboronic acid (20 mg, 0.104 mmol). The mixture was heated at 120° C. under Ar in a microwave reactor for 30 minutes. The reaction mixture was concentrated in vacuo to give the residue, which was purified by preparative TLC to give 3-(2′-amino... Reagents/catalysts: Cl[Pd]([P](C1=CC=CC=C1)(C2=CC=CC=C2)C3=CC=CC=C3)([P](C4=CC=CC=C4)(C5=CC=CC=C5)C6=CC=CC=C6)Cl (Pd(PPh3)2Cl2). The yield is 6.1%. Reaction SMILES: [NH2:1][C:2]1[N:3]([CH3:24])[C:4](=[O:23])[C:5]2([C:15]3[C:10](=[CH:11][CH:12]=[C:13](Br)[CH:14]=3)[O:9][CH:8]([C:17]3[CH:22]=[CH:21][CH:20]=[CH:19][CH:18]=3)[CH2:7]2)[N:6]=1.[CH3:25][N:26]([CH3:38])[C:27]([C:29]1[CH:30]=[C:31](B(O)O)[CH:32]=[CH:33][CH:34]=1)=[O:28]>O1CCOCC1.C([O-])([O-])=O.[Cs+].[Cs+].Cl[Pd](Cl)([P](C1C=CC=CC=1)(C1C=CC=CC=1)C1C=CC=CC=1)[P](C1C=CC=CC=1)(C1C=CC=CC=1)C1C=CC=CC=1>[NH2:1][C:2]1[N:3]([CH3:24])[C:4](=[O:23])[C:5]2([C:15]3[C:10](=[CH:11][CH:12]=[C:13]([C:33]4[CH:34]=[C:29]([CH:30]=[CH:31][CH:32]=4)[C:27]([N:26]([CH3:38])[CH3:25])=[O:28])[CH:14]=3)[O:9][CH:8]([C:17]3[CH:22]=[CH:21][CH:20]=[CH:19][CH:18]=3)[CH2:7]2)[N:6]=1 |f:3.4.5,^1:53,72|. The product is NC=1N(C(C2(N1)CC(OC1=CC=C(C=C12)C=1C=C(C(=O)N(C)C)C=CC1)C1=CC=CC=C1)=O)C (3-(2′-amino-1′-methyl-5′-oxo-2-phenyl-1′,5′-dihydrospiro[chroman-4,4′-imidazole]-6-yl)-N,N-dimethylbenzamide). Conditions: temperature 120 celsius. Starting materials: ClC1=CC=C(C=C1)C1=C(C=2N(N=C1)C(NN2)=O)C2=CC=C(C=C2)Cl (7,8-bis(4-chlorophenyl)-[1,2,4]triazolo[4,3-b]pyridazin-3(2H)-one), CN(C)C=O (DMF), R-(+)-3-chlorostyrene oxide, C(=O)([O-])[O-].[K+].[K+] (K2CO3). Solvent: C(C)(=O)OCC (ethyl acetate), Cl (HCl). Conditions: temperature 60 celsius. The product is ClC1=CC=C(C=C1)C1=C(C=2N(N=C1)C(N(N2)C[C@H](O)C2=CC(=CC=C2)Cl)=O)C2=CC=C(C=C2)Cl ((R)-7,8-bis(4-chlorophenyl)-2-(2-(3-chlorophenyl)-2-hydroxyethyl)-[1,2,4]triazolo[4,3-b]pyridazin-3(2H)-one). The yield is 52.0%. Reaction SMILES: [Cl:1][C:2]1[CH:7]=[CH:6][C:5]([C:8]2[CH:13]=[N:12][N:11]3[C:14](=O)[NH:15][N:16]=[C:10]3[C:9]=2[C:18]2[CH:23]=[CH:22][C:21]([Cl:24])=[CH:20][CH:19]=2)=[CH:4][CH:3]=1.[C:25]([O-:28])([O-])=O.[K+].[K+].CN([CH:34]=[O:35])C>C(OCC)(=O)C.Cl>[Cl:1][C:2]1[CH:7]=[CH:6][C:5]([C:8]2[CH:13]=[N:12][N:11]3[C:25](=[O:28])[N:15]([CH2:14][C@@H:34]([C:4]4[CH:5]=[CH:6][CH:7]=[C:2]([Cl:1])[CH:3]=4)[OH:35])[N:16]=[C:10]3[C:9]=2[C:18]2[CH:19]=[CH:20][C:21]([Cl:24])=[CH:22][CH:23]=2)=[CH:4][CH:3]=1 |f:1.2.3|. Reported procedure: To a stirred solution of 7,8-bis(4-chlorophenyl)-[1,2,4]triazolo[4,3-b]pyridazin-3(2H)-one, (20 mg, 0.06 mmol) prepared as described in Example 1, in 0.25 mL of DMF was added R-(+)-3-chlorostyrene oxide (0.007 mL, 0.06 mmol) and 15 mg of K2CO3. The resulting red solution was heated to 60° C. for 19 h and, upon cooling to RT, the mixture was diluted with 5 mL of ethyl acetate and 5 mL of 1N HCl. The layers were separated, and the organic layer was washed with 5 mL of saturated aqueous NaCl. The o... The reactants are BrC1=C2C3(C(N(C2=CC=C1)C)=O)COC1=CC2=C(OCCO2)C=C13 (4′-bromo-1′-methyl-2,3-dihydrospiro[furo[2,3-g][1,4]benzodioxine-8,3′-indol]-2′(1′H)-one), N1CCOCC1 (morpholine), CC(C)([O-])C.[Na+] (sodium tert-butoxide), CC1(C2=CC=CC(=C2OC=2C(=CC=CC12)P(C1=CC=CC=C1)C1=CC=CC=C1)P(C1=CC=CC=C1)C1=CC=CC=C1)C (9,9-dimethyl-4,5-bis(diphenylphosphino)xanthene). Reagents/catalysts: C=1C=CC(=CC1)/C=C/C(=O)/C=C/C2=CC=CC=C2.C=1C=CC(=CC1)/C=C/C(=O)/C=C/C2=CC=CC=C2.C=1C=CC(=CC1)/C=C/C(=O)/C=C/C2=CC=CC=C2.[Pd].[Pd] (tris(dibenzylideneacetone)dipalladium(0)). Run in C1(=CC=CC=C1)C (toluene), C(C)(=O)OCC (ethyl acetate). Yields the product CN1C(C2(C3=C(C=CC=C13)N1CCOCC1)COC1=CC3=C(OCCO3)C=C12)=O (1′-methyl-4′-morpholin-4-yl-2,3-dihydrospiro[furo[2,3-g][1,4]benzodioxine-8,3′-indol]-2′(1′H)-one). Isolated yield 3.9%. As a reaction SMILES: Br[C:2]1[CH:10]=[CH:9][CH:8]=[C:7]2[C:3]=1[C:4]1([C:24]3[C:15](=[CH:16][C:17]4[O:22][CH2:21][CH2:20][O:19][C:18]=4[CH:23]=3)[O:14][CH2:13]1)[C:5](=[O:12])[N:6]2[CH3:11].[NH:25]1[CH2:30][CH2:29][O:28][CH2:27][CH2:26]1.CC(C)([O-])C.[Na+].CC1(C)C2C=CC=C(P(C3C=CC=CC=3)C3C=CC=CC=3)C=2OC2C1=CC=CC=2P(C1C=CC=CC=1)C1C=CC=CC=1>C1(C)C=CC=CC=1.C(OCC)(=O)C.C1C=CC(/C=C/C(/C=C/C2C=CC=CC=2)=O)=CC=1.C1C=CC(/C=C/C(/C=C/C2C=CC=CC=2)=O)=CC=1.C1C=CC(/C=C/C(/C=C/C2C=CC=CC=2)=O)=CC=1.[Pd].[Pd]>[CH3:11][N:6]1[C:7]2[C:3](=[C:2]([N:25]3[CH2:30][CH2:29][O:28][CH2:27][CH2:26]3)[CH:10]=[CH:9][CH:8]=2)[C:4]2([C:24]3[C:15](=[CH:16][C:17]4[O:22][CH2:21][CH2:20][O:19][C:18]=4[CH:23]=3)[O:14][CH2:13]2)[C:5]1=[O:12] |f:2.3,7.8.9.10.11|. Procedure details: To a degassed solution of 4′-bromo-1′-methyl-2,3-dihydrospiro[furo[2,3-g][1,4]benzodioxine-8,3′-indol]-2′(1′H)-one (1.00 g, 2.57 mmol), morpholine (0.34 mL, 3.9 mmol), sodium tert-butoxide (0.45 g, 4.7 mmol) and 9,9-dimethyl-4,5-bis(diphenylphosphino)xanthene (0.30 g, 0.52 mmol) in toluene (40 mL) was added tris(dibenzylideneacetone)dipalladium(0) (0.24 g, 0.26 mmol). The mixture was stirred at reflux under nitrogen for 48 h, allowed to cool to ambient temperature, diluted with ethyl acetate, wa...